From a dataset of the Open Reaction Database (ORD), a public repository of structured organic reaction records. describe an organic reaction: reactants, conditions, products, and yield Reactants: CC1(C)CCCCc2ccc(Br)cc21, O=C=O, Cl, C1CCOC1. Yields the product CC1(C)CCCCc2ccc(C(=O)O)cc21. RXN SMILES: [Br:1][c:2]1[cH:3][cH:4][c:5]2[c:6]([cH:14]1)[C:7]([CH3:12])([CH3:13])[CH2:8][CH2:9][CH2:10][CH2:11]2.[C:15](=[O:16])=[O:17].[ClH:18].[O:19]1[CH2:20][CH2:21][CH2:22][CH2:23]1>>[c:2]1([C:15](=[O:16])[OH:17])[cH:3][cH:4][c:5]2[c:6]([cH:14]1)[C:7]([CH3:12])([CH3:13])[CH2:8][CH2:9][CH2:10][CH2:11]2.